Dataset: the Open Reaction Database (ORD), a public repository of structured organic reaction records. Task: describe an organic reaction: reactants, conditions, products, and yield Reaction SMILES: [C:23]([O-:24])(=[O:25])[CH3:26].[C:28]([O-:29])(=[O:30])[CH3:31].[CH:12](=[O:13])[c:14]1[cH:15][cH:16][cH:17][cH:18][cH:19]1.[Cl:20][CH2:21][Cl:22].[H:10][H:11].[Rh+2:27].[c:1]1([CH:7]=[N+:8]=[N-:9])[cH:2][cH:3][cH:4][cH:5][cH:6]1>>[c:1]1([CH:7]2[CH:12]([c:14]3[cH:15][cH:16][cH:17][cH:18][cH:19]3)[O:13]2)[cH:2][cH:3][cH:4][cH:5][cH:6]1. Starting materials: CC(=O)[O-], CC(=O)[O-], O=Cc1ccccc1, ClCCl, [H][H], [Rh+2], [N-]=[N+]=Cc1ccccc1. Product: c1ccc(C2OC2c2ccccc2)cc1. Starting materials: Cl.N1=NC(=CC=C1)C(N)=N (3-pyridazinecarboximidamide hydrochloride), C[O-].[Na+] (sodium methoxide), COC1=C(OC(C(=O)OC)C(=O)OC)C=CC=C1 (Dimethyl 2-(2-methoxyphenoxy)malonate). Conditions: time 10 minute. Procedure details: Dimethyl 2-(2-methoxyphenoxy)malonate (3.05 g, 12.6 mmol) (Ref. Canadian Patent Application No. CA2071193A, 1992) in methanol (15 ml) was added over 5 minutes to a stirred, 25% w/v solution of sodium methoxide in methanol (8.58 ml, 37.8 mmol of sodium methoxide) at room temperature. The resulting mixture was stirred for 10 minutes and then a solution of 3-pyridazinecarboximidamide hydrochloride (2.0 g, 12.6 mmol) in methanol (15 ml) was added dropwise over 5 minutes and the resulting mixture was... The solvent is CO (methanol), CO (methanol), CO (methanol). Yields the product COC1=C(OC=2C(=NC(=NC2O)C=2N=NC=CC2)O)C=CC=C1 (5-(2-Methoxyphenoxy)-2-(3-pyridazinyl)-4,6-pyrimidinediol). As a reaction SMILES: [CH3:1][O:2][C:3]1[CH:18]=[CH:17][CH:16]=[CH:15][C:4]=1[O:5][CH:6]([C:11]([O:13]C)=O)[C:7]([O:9]C)=O.C[O-].[Na+].Cl.[N:23]1[CH:28]=[CH:27][CH:26]=[C:25]([C:29](=[NH:31])[NH2:30])[N:24]=1>CO>[CH3:1][O:2][C:3]1[CH:18]=[CH:17][CH:16]=[CH:15][C:4]=1[O:5][C:6]1[C:7]([OH:9])=[N:30][C:29]([C:25]2[N:24]=[N:23][CH:28]=[CH:27][CH:26]=2)=[N:31][C:11]=1[OH:13] |f:1.2,3.4|. The reactants are COCC(C)Oc1cc(OCc2ccccc2)cc(C(=O)O)c1, O=C(Cl)C(=O)Cl, ClCCl, Cc1cnc(N)cn1, CN(C)C=O, c1ccncc1. The product is COCC(C)Oc1cc(OCc2ccccc2)cc(C(=O)Nc2cnc(C)cn2)c1. As a reaction SMILES: [CH3:1][CH:2]([CH2:3][O:4][CH3:5])[O:6][c:7]1[cH:8][c:9]([C:10](=[O:11])[OH:12])[cH:13][c:14]([O:16][CH2:17][c:18]2[cH:19][cH:20][cH:21][cH:22][cH:23]2)[cH:15]1.[Cl:24][C:25]([C:26]([Cl:27])=[O:28])=[O:29].[Cl:44][CH2:45][Cl:46].[NH2:30][c:31]1[n:32][cH:33][c:34]([CH3:37])[n:35][cH:36]1.[O:47]=[CH:48][N:49]([CH3:50])[CH3:51].[cH:38]1[cH:39][cH:40][n:41][cH:42][cH:43]1>>[CH3:1][CH:2]([CH2:3][O:4][CH3:5])[O:6][c:7]1[cH:8][c:9]([C:10](=[O:12])[NH:30][c:31]2[n:32][cH:33][c:34]([CH3:37])[n:35][cH:36]2)[cH:13][c:14]([O:16][CH2:17][c:18]2[cH:19][cH:20][cH:21][cH:22][cH:23]2)[cH:15]1. Reactants: C(C)OC([C@H](CC1=CC=C(C=C1)OCC(=O)O)OC)=O ((2S)-3-(4-carboxymethoxy-phenyl)-2-methoxy-propionic acid ethyl ester), O1COC2=C1C=CC(=C2)CN (C-benzo[1,3]dioxol-5-yl-methylamine), C(C)O[C@H](C(=O)O)CC1=CC=C(C=C1)O[C@H](C)C(NCCC1=CC=C(C=C1)OC1=CC=CC=C1)=O ((2S,1R)-2-Ethoxy-3-(4-{1-[2-(4-phenoxy-phenyl)-ethylcarbamoyl]-ethoxy}-phenyl)-propionic acid). The product is O1COC2=C1C=CC(=C2)CNC(=O)COC2=CC=C(C=C2)C[C@@H](C(=O)O)OC ((2S)-3-(4-{[(benzo[1,3]dioxol-5-ylmethyl)-carbamoyl]-methoxy}-phenyl)-2-methoxy-propionic acid). As a reaction SMILES: C([O:3][C:4](=[O:20])[C@@H:5]([O:18][CH3:19])[CH2:6][C:7]1[CH:12]=[CH:11][C:10]([O:13][CH2:14][C:15]([OH:17])=O)=[CH:9][CH:8]=1)C.[O:21]1[C:25]2[CH:26]=[CH:27][C:28]([CH2:30][NH2:31])=[CH:29][C:24]=2[O:23][CH2:22]1.C(O[C@@H](CC1C=CC(O[C@@H](C(=O)NCCC2C=CC(OC3C=CC=CC=3)=CC=2)C)=CC=1)C(O)=O)C>>[O:21]1[C:25]2[CH:26]=[CH:27][C:28]([CH2:30][NH:31][C:15]([CH2:14][O:13][C:10]3[CH:9]=[CH:8][C:7]([CH2:6][C@H:5]([O:18][CH3:19])[C:4]([OH:3])=[O:20])=[CH:12][CH:11]=3)=[O:17])=[CH:29][C:24]=2[O:23][CH2:22]1. Procedure: The title compound was prepared from (2S)-3-(4-carboxymethoxy-phenyl)-2-methoxy-propionic acid ethyl ester (PREPARATION 3, step 2) and C-benzo[1,3]dioxol-5-yl-methylamine via the same procedure used for the preparation of (2S,1R)-2-Ethoxy-3-(4-{1-[2-(4-phenoxy-phenyl)-ethylcarbamoyl]-ethoxy}-phenyl)-propionic acid (Example 1, step 3) to produce a colorless oil. MS (ES) for C20H21NO7 [M+H]+: 388. Starting materials: BrC(C=O)C=O (2-bromomalonaldehyde), O.C1(=CC=C(C=C1)S(=O)(=O)O)C (para-toluenesulfonic acid monohydrate), CC(C)O (2-propanol). The solvent is C1CCCCC1 (cyclohexane). Conditions: temperature 86 celsius. Yields the product BrC(C=O)=COC(C)C (2-Bromo-3-isopropoxy-propenal). Reaction SMILES: [Br:1][CH:2]([CH:5]=[O:6])[CH:3]=[O:4].O.[C:8]1(C)[CH:13]=CC(S(O)(=O)=O)=C[CH:9]=1.CC(O)C>C1CCCCC1>[Br:1][C:2](=[CH:5][O:6][CH:8]([CH3:13])[CH3:9])[CH:3]=[O:4] |f:1.2|. Procedure details: A mixture of 2-bromomalonaldehyde, para-toluenesulfonic acid monohydrate, 2-propanol and cyclohexane were stirred at 86° C. in flask with a dean-stark trap under azeotropic conditions. Further distillation removed another 40% of the original solvent volume. The mixture was cooled to 0° C., then concentrated in-vacuo, to isolate the title compound (13.2 g). 1H-NMR: 9.16 (s, 1H), 7.65 (s, 1H), 4.51 (m, 1H), 1.47 (d, 6H).